This data is from the Open Reaction Database (ORD), a public repository of structured organic reaction records. The task is: describe an organic reaction: reactants, conditions, products, and yield Run in C(C)O (ethanol), C(C)O (ethanol). Run at time 30 minute. Yield: 30.2%. Reactants: NC1=NC(=CC(=N1)NCC(C)C)Cl (2-amino-4-isobutylamino-6-chloropyrimidine), ClC1=CC(=CC=C1)C(=O)OO (metachloroperbenzoic acid). Procedure: 34.70 g of 2-amino-4-isobutylamino-6-chloropyrimidine are dissolved in 250 ml of ethanol. 81.50 g of metachloroperbenzoic acid, in solution in 350 ml of ethanol, are added dropwise and while keeping the temperature of the reaction mixture at 20° C. After stirring for 2 h 30 min, the precipitate formed is filtered on sintered glass, washed with 100 ml of ethyl ether and then taken up in 100 ml of water. The pH is adjusted to 8 by addition of concentrated sodium hydroxide solution. After stirring ... Yields the product NC1=NC(=CC(=[N+]1[O-])NCC(C)C)Cl (2-amino-4-isobutylamino-6-chloropyrimidine 3-oxide). As a reaction SMILES: [NH2:1][C:2]1[N:7]=[C:6]([NH:8][CH2:9][CH:10]([CH3:12])[CH3:11])[CH:5]=[C:4]([Cl:13])[N:3]=1.ClC1C=CC=C(C(OO)=[O:22])C=1>C(O)C>[NH2:1][C:2]1[N+:7]([O-:22])=[C:6]([NH:8][CH2:9][CH:10]([CH3:11])[CH3:12])[CH:5]=[C:4]([Cl:13])[N:3]=1. The reactants are FC1=C(CNN)C=CC=C1F (1-(2,3-difluorobenzyl)hydrazine), C(#N)\C=C(/C(=O)OCC)\[O-].[Na+] (sodium (1E)-1-cyano-3-ethoxy-3-oxo-1-propen-2-olate), FC(C(=O)O)(F)F (trifluoroacetic acid). Run in O1CCOCC1 (dioxane). The product is NC1=CC(=NN1CC1=C(C(=CC=C1)F)F)C(=O)OCC (Ethyl 5-amino-1-(2,3-difluorobenzyl)-1H-pyrazole-3-carboxylate). As a reaction SMILES: [F:1][C:2]1[C:10]([F:11])=[CH:9][CH:8]=[CH:7][C:3]=1[CH2:4][NH:5][NH2:6].[C:12](/[CH:14]=[C:15](/[O-])\[C:16]([O:18][CH2:19][CH3:20])=[O:17])#[N:13].[Na+].FC(F)(F)C(O)=O>O1CCOCC1>[NH2:13][C:12]1[N:5]([CH2:4][C:3]2[CH:7]=[CH:8][CH:9]=[C:10]([F:11])[C:2]=2[F:1])[N:6]=[C:15]([C:16]([O:18][CH2:19][CH3:20])=[O:17])[CH:14]=1 |f:1.2|. Procedure: Preparation takes place in analogy to that described in Example 7 A from 1.50 g (9.48 mmol) of 1-(2,3-difluorobenzyl)hydrazine from Example 2 A, 1.55 g (9.48 mmol) of sodium (1E)-1-cyano-3-ethoxy-3-oxo-1-propen-2-olate from Example 6 A, 1.73 g (1.17 ml; 15.18 mmol) of trifluoroacetic acid and 40 ml of dioxane.